From a dataset of the Open Reaction Database (ORD), a public repository of structured organic reaction records. describe an organic reaction: reactants, conditions, products, and yield Starting materials: Cl.N[C@H]1CC[C@H](CC1)NC(=O)C1=C(NC=2C1=NC=CC2C2=C(C=CC(=C2)C)OCC2CC2)C (N-(cis-4-aminocyclohexyl)-7-[2-(cyclopropylmethoxy)-5-methylphenyl]-2-methyl-1H-pyrrolo[3,2-b]pyridine-3-carboxamide hydrochloride), C(C)(=O)Cl (acetyl chloride). Yields the product C(C)(=O)N[C@H]1CC[C@H](CC1)NC(=O)C1=C(NC=2C1=NC=CC2C2=C(C=CC(=C2)C)OCC2CC2)C (N-[cis-4-(Acetylamino)cyclohexyl]-7-[2-(cyclopropylmethoxy)-5-methylphenyl]-2-methyl-1H-pyrrolo[3,2-b]pyridine-3-carboxamide). RXN SMILES: Cl.[NH2:2][C@@H:3]1[CH2:8][CH2:7][C@H:6]([NH:9][C:10]([C:12]2[C:16]3=[N:17][CH:18]=[CH:19][C:20]([C:21]4[CH:26]=[C:25]([CH3:27])[CH:24]=[CH:23][C:22]=4[O:28][CH2:29][CH:30]4[CH2:32][CH2:31]4)=[C:15]3[NH:14][C:13]=2[CH3:33])=[O:11])[CH2:5][CH2:4]1.[C:34](Cl)(=[O:36])[CH3:35]>>[C:34]([NH:2][C@@H:3]1[CH2:8][CH2:7][C@H:6]([NH:9][C:10]([C:12]2[C:16]3=[N:17][CH:18]=[CH:19][C:20]([C:21]4[CH:26]=[C:25]([CH3:27])[CH:24]=[CH:23][C:22]=4[O:28][CH2:29][CH:30]4[CH2:31][CH2:32]4)=[C:15]3[NH:14][C:13]=2[CH3:33])=[O:11])[CH2:5][CH2:4]1)(=[O:36])[CH3:35] |f:0.1|. Reported procedure: Starting from N-(cis-4-aminocyclohexyl)-7-[2-(cyclopropylmethoxy)-5-methylphenyl]-2-methyl-1H-pyrrolo[3,2-b]pyridine-3-carboxamide hydrochloride (example D.f20) and commercially available acetyl chloride the title compound is obtained as colorless solid. Starting materials: ClC1=C(C=NC2=CC(=C(C=C12)OC)OC)C#N (4-chloro-6,7-dimethoxy-3-quinolinecarbonitrile), NC1=C(C(=CC=C1)O)C (3-amino-o-cresol), Cl.N1=CC=CC=C1 (pyridine hydrochloride), C(C)OC(C)O (ethoxyethanol), C([O-])([O-])=O.[Na+].[Na+] (sodium carbonate), Cl (hydrogen chloride). Solvent: O (water). Yields the product OC=1C(=C(C=CC1)NC1=C(C=NC2=CC(=C(C=C12)OC)OC)C#N)C (4-(3-hydroxy-2-methyl-phenylamino)-6,7-dimethoxy-quinoline-3-carbonitrile). The yield is 51.9%. RXN SMILES: Cl[C:2]1[C:11]2[C:6](=[CH:7][C:8]([O:14][CH3:15])=[C:9]([O:12][CH3:13])[CH:10]=2)[N:5]=[CH:4][C:3]=1[C:16]#[N:17].[NH2:18][C:19]1[CH:24]=[CH:23][CH:22]=[C:21]([OH:25])[C:20]=1[CH3:26].Cl.N1C=CC=CC=1.C(OC(O)C)C.C(=O)([O-])[O-].[Na+].[Na+].Cl>O>[OH:25][C:21]1[C:20]([CH3:26])=[C:19]([NH:18][C:2]2[C:11]3[C:6](=[CH:7][C:8]([O:14][CH3:15])=[C:9]([O:12][CH3:13])[CH:10]=3)[N:5]=[CH:4][C:3]=2[C:16]#[N:17])[CH:24]=[CH:23][CH:22]=1 |f:2.3,5.6.7|. Reported procedure: A mixture of 0.249 g of 4-chloro-6,7-dimethoxy-3-quinolinecarbonitrile, 0.123 g of 3-amino-o-cresol, 20 mg of pyridine hydrochloride, and 10 ml of ethoxyethanol was stirred under nitrogen, at reflux temperature for 30 minutes. The mixture was cooled and added to 40 ml of water. To this mixture was added sodium carbonate and concentrated hydrogen chloride to adjust pH to 7. The product was collected, washed with water, and dried to give 0.174 g of 4-(3-hydroxy-2-methyl-phenylamino)-6,7-dimethoxy-...